This data is from the Open Reaction Database (ORD), a public repository of structured organic reaction records. The task is: describe an organic reaction: reactants, conditions, products, and yield Reactants: COc1ccc2nccc(C(O)CN3CCC(NC(=O)OC(C)(C)C)CC3C(F)(F)F)c2n1, ClCCl, O=C(O)C(F)(F)F. Yields the product COc1ccc2nccc(C(O)CN3CCC(N)CC3C(F)(F)F)c2n1. Reaction SMILES: [C:1]([O:2][C:3](=[O:4])[NH:7][CH:8]1[CH2:9][CH:10]([C:29]([F:30])([F:31])[F:32])[N:11]([CH2:14][CH:15]([c:16]2[cH:17][cH:18][n:19][c:20]3[cH:21][cH:22][c:23]([O:26][CH3:27])[n:24][c:25]23)[OH:28])[CH2:12][CH2:13]1)([CH3:5])([CH3:6])[CH3:33].[Cl:41][CH2:42][Cl:43].[F:34][C:35]([F:36])([F:37])[C:38]([OH:39])=[O:40]>>[NH2:7][CH:8]1[CH2:9][CH:10]([C:29]([F:30])([F:31])[F:32])[N:11]([CH2:14][CH:15]([c:16]2[cH:17][cH:18][n:19][c:20]3[cH:21][cH:22][c:23]([O:26][CH3:27])[n:24][c:25]23)[OH:28])[CH2:12][CH2:13]1.